From a dataset of the Open Reaction Database (ORD), a public repository of structured organic reaction records. describe an organic reaction: reactants, conditions, products, and yield Starting materials: C(C1=CC=CC=C1)OC1=C(C=C(C=C1)[C@H](CBr)O[Si](C)(C)C(C)(C)C)CO ([2-(benzyloxy)-5-((1R)-2-bromo-1-{[tert-butyl(dimethyl)silyl]oxy}ethyl)phenyl]methanol), C(C)OC(CC1=CC(=CC=C1)CC(C)(C)N)=O ([3-(2-amino-2-methyl-propyl)-phenyl]-acetic acid ethyl ester). The product is C(C)OC(CC1=CC(=CC=C1)CC(C)(C)NC[C@H](O[Si](C)(C)C(C)(C)C)C1=CC(=C(C=C1)OCC1=CC=CC=C1)CO)=O (ethyl(3-{2-[((2R)-2-[4-(benzyloxy)-3-(hydroxymethyl)phenyl]-2-{[tert-butyl(dimethyl)silyl]oxy}ethyl)amino]-2-methylpropyl}phenyl)acetate). Reaction SMILES: [CH2:1]([O:8][C:9]1[CH:14]=[CH:13][C:12]([C@@H:15]([O:18][Si:19]([C:22]([CH3:25])([CH3:24])[CH3:23])([CH3:21])[CH3:20])[CH2:16]Br)=[CH:11][C:10]=1[CH2:26][OH:27])[C:2]1[CH:7]=[CH:6][CH:5]=[CH:4][CH:3]=1.[CH2:28]([O:30][C:31](=[O:44])[CH2:32][C:33]1[CH:38]=[CH:37][CH:36]=[C:35]([CH2:39][C:40]([NH2:43])([CH3:42])[CH3:41])[CH:34]=1)[CH3:29]>>[CH2:28]([O:30][C:31](=[O:44])[CH2:32][C:33]1[CH:38]=[CH:37][CH:36]=[C:35]([CH2:39][C:40]([NH:43][CH2:16][C@@H:15]([C:12]2[CH:13]=[CH:14][C:9]([O:8][CH2:1][C:2]3[CH:7]=[CH:6][CH:5]=[CH:4][CH:3]=3)=[C:10]([CH2:26][OH:27])[CH:11]=2)[O:18][Si:19]([C:22]([CH3:25])([CH3:24])[CH3:23])([CH3:21])[CH3:20])([CH3:41])[CH3:42])[CH:34]=1)[CH3:29]. Procedure details: Prepared according to the procedure used for preparation 22 using [2-(benzyloxy)-5-((1R)-2-bromo-1-{[tert-butyl(dimethyl)silyl]oxy}ethyl)phenyl]methanol (Preparation 23) and [3-(2-amino-2-methyl-propyl)-phenyl]-acetic acid ethyl ester (Preparation 47) to give the title compound as a yellow oil. 1H NMR (400 MHz, CD3OD): δ=7.48-7.05 (11H, m), 7.04-6.96 (1H, d), 5.10 (2H, s), 4.80-4.74 (1H, m), 4.78-4.63 (2H, q), 4.16-4.05 (2H, q), 3.60 (2H, s), 2.89-2.63 (2H, m), 2.70-2.62 (2H, m), 1.24-1.20 (3H, ... Reactants: CCOC(=O)C(NC=O)=C1CC(C)OC(C)C1, CO, F[B-](F)(F)F. The product is CCOC(=O)C(NC=O)C1CC(C)OC(C)C1. Reaction SMILES: [CH3:1][CH:2]1[O:3][CH:4]([CH3:17])[CH2:5][C:6](=[C:8]([C:9](=[O:10])[O:11][CH2:12][CH3:13])[NH:14][CH:15]=[O:16])[CH2:7]1.[CH3:23][OH:24].[F:18][B-:19]([F:20])([F:21])[F:22]>>[CH3:1][CH:2]1[O:3][CH:4]([CH3:17])[CH2:5][CH:6]([CH:8]([C:9](=[O:10])[O:11][CH2:12][CH3:13])[NH:14][CH:15]=[O:16])[CH2:7]1. The reactants are C(C1=CC=CC=C1)O (benzyl alcohol), CCCCC(CCCCCCCCC)OC1(CC=CS1)C(=O)CC(=O)O (2-(5-tetradecyloxy)thenoylacetic acid), N,N'-carbonyldiimidazole, C(=O)=O (carbon dioxide). The solvent is O1CCCC1 (tetrahydrofuran). Product: C(C1=CC=CC=C1)OC(CC(=O)C1=CC=C(S1)OCCCCCCCCCCCCCC)=O (5-tetradecyloxythen-2-oylacetic acid benzyl ester). Reaction SMILES: CCCC[CH:5]([O:15][C:16]1(C(CC(O)=O)=O)[S:20][CH:19]=[CH:18][CH2:17]1)[CH2:6][CH2:7][CH2:8][CH2:9][CH2:10][CH2:11][CH2:12][CH2:13][CH3:14].[C:27](=[O:29])=[O:28].[CH2:30](O)[C:31]1[CH:36]=[CH:35][CH:34]=[CH:33][CH:32]=1>O1CCCC1>[CH2:30]([O:28][C:27](=[O:29])[CH2:6][C:5]([C:19]1[S:20][C:16]([O:15][CH2:5][CH2:6][CH2:7][CH2:8][CH2:9][CH2:10][CH2:11][CH2:12][CH2:13][CH2:14][CH2:7][CH2:8][CH2:9][CH3:10])=[CH:17][CH:18]=1)=[O:15])[C:31]1[CH:36]=[CH:35][CH:34]=[CH:33][CH:32]=1. Procedure: A mixture of 10.4 g (0.027 mole) of 2-(5-tetradecyloxy)thenoylacetic acid, 4.4 g (0.027 mole) of N,N'-carbonyldiimidazole, and anhydrous tetrahydrofuran is stirred until the evolution of carbon dioxide gas stops. The mixture is cooled on an ice bath, in 3.0 g (0.027 mole) of benzyl alcohol is added. The reaction is allowed to warm to room temperature and evaporated to dryness. The residue is extracted with ether-H2O. The ether layer is washed with 10% aqueous HCl, then water, then saturated sodi... Starting materials: [OH-].[Na+] (sodium hydroxide), C(C)(=O)NC(C(=O)O)CCCC(C)([N+](=O)[O-])C (2-Acetylamino-6-methyl-6-nitroheptanoic acid), Cl (hydrochloric acid). Reagents/catalysts: [Co](Cl)Cl (cobalt chloride). Run in O (water). Reaction conditions: time 8 hour. The product is N[C@H](C(=O)O)CCCC(C)([N+](=O)[O-])C ((S)-2-amino-6-methyl-6-nitroheptanoic Acid). RXN SMILES: C([NH:4][CH:5]([CH2:9][CH2:10][CH2:11][C:12]([CH3:17])([N+:14]([O-:16])=[O:15])[CH3:13])[C:6]([OH:8])=[O:7])(=O)C.[OH-].[Na+].Cl>O.[Co](Cl)Cl>[NH2:4][C@@H:5]([CH2:9][CH2:10][CH2:11][C:12]([CH3:17])([N+:14]([O-:16])=[O:15])[CH3:13])[C:6]([OH:8])=[O:7] |f:1.2|. Procedure: 2-Acetylamino-6-methyl-6-nitroheptanoic acid (49.5 g, 200 mmol) was dissolved in water (246 ml) and 30% sodium hydroxide was added to adjust its pH to 8.87. L-Acylase (4.95 g) and anhydrous cobalt chloride (0.27 g) were added to adjust its pH to 9 and the mixture was stirred overnight at room temperature. Concentrated hydrochloric acid was added to adjust its pH to 1.5 and the mixture was ice-cooled. The precipitated crystals were separated by filtration and the filtrate was washed twice with a ... The reactants are COC=1C=C(N)C=CC1C (3-methoxy-4-methyl-aniline), [Br-].[Br-].[Br-].C(CCC)[N+](CCCC)(CCCC)CCCC.C(CCC)[N+](CCCC)(CCCC)CCCC.C(CCC)[N+](CCCC)(CCCC)CCCC (tetrabutylammonium tribromide), C(=O)(O)[O-].[Na+] (NaHCO3). Solvent: ClCCl (dichloromethane). Conditions: time 2.5 hour. Yields the product BrC1=C(N)C=C(C(=C1)C)OC (2-bromo-5-methoxy-4-methyl-aniline). Yield: 85.6%. RXN SMILES: [CH3:1][O:2][C:3]1[CH:4]=[C:5]([CH:7]=[CH:8][C:9]=1[CH3:10])[NH2:6].[Br-:11].[Br-].[Br-].C([N+](CCCC)(CCCC)CCCC)CCC.C([N+](CCCC)(CCCC)CCCC)CCC.C([N+](CCCC)(CCCC)CCCC)CCC.C([O-])(O)=O.[Na+]>ClCCl>[Br:11][C:7]1[CH:8]=[C:9]([CH3:10])[C:3]([O:2][CH3:1])=[CH:4][C:5]=1[NH2:6] |f:1.2.3.4.5.6,7.8|. Procedure: To a solution of 3-methoxy-4-methyl-aniline (8.19 g, 59.71 mmol) in dichloromethane (200 mL), was added tetrabutylammonium tribromide (28.79 g, 59.71 mmol) and the reaction mixture was stirred at room temperature for 2.5 hrs. Aqueous NaHCO3 was added and the layers separated. The aqueous layer was further extracted with dichloromethane and the combined organics washed successively with water and brine, dried over MgSO4, filtered and evaporated. The residue was chromatographed on silica gel (20% ... The reactants are CN1CC(=O)N(CCc2ccccc2Br)C1=O, O=C([O-])[O-], C1COCCO1, [Cs+], [Cs+], Cc1ccccc1C(=O)c1ccc(N)cc1Cl, O=C(C=Cc1ccccc1)C=Cc1ccccc1, O=C(C=Cc1ccccc1)C=Cc1ccccc1, O=C(C=Cc1ccccc1)C=Cc1ccccc1, [Pd], [Pd], c1ccc(P(c2ccccc2)c2ccc3ccccc3c2-c2c(P(c3ccccc3)c3ccccc3)ccc3ccccc23)cc1. The product is Cc1ccccc1C(=O)c1ccc(Nc2ccccc2CCN2C(=O)CN(C)C2=O)cc1Cl. As a reaction SMILES: [Br:18][c:19]1[c:20]([CH2:25][CH2:26][N:27]2[C:28](=[O:34])[N:29]([CH3:33])[CH2:30][C:31]2=[O:32])[cH:21][cH:22][cH:23][cH:24]1.[C:81](=[O:82])([O-:83])[O-:84].[CH2:87]1[O:88][CH2:89][CH2:90][O:91][CH2:92]1.[Cs+:85].[Cs+:86].[NH2:1][c:2]1[cH:3][c:4]([Cl:17])[c:5]([C:8](=[O:9])[c:10]2[c:11]([CH3:16])[cH:12][cH:13][cH:14][cH:15]2)[cH:6][cH:7]1.[O:113]=[C:114]([CH:115]=[CH:116][c:117]1[cH:118][cH:119][cH:120][cH:121][cH:122]1)[CH:123]=[CH:124][c:125]1[cH:126][cH:127][cH:128][cH:129][cH:130]1.[O:131]=[C:132]([CH:133]=[CH:134][c:135]1[cH:136][cH:137][cH:138][cH:139][cH:140]1)[CH:141]=[CH:142][c:143]1[cH:144][cH:145][cH:146][cH:147][cH:148]1.[O:95]=[C:96]([CH:97]=[CH:98][c:99]1[cH:100][cH:101][cH:102][cH:103][cH:104]1)[CH:105]=[CH:106][c:107]1[cH:108][cH:109][cH:110][cH:111][cH:112]1.[Pd:93].[Pd:94].[cH:35]1[cH:36][cH:37][c:38]([P:39]([c:40]2[cH:41][cH:42][c:43]3[c:44]([cH:45][cH:46][cH:47][cH:48]3)[c:49]2-[c:50]2[c:51]3[c:52]([cH:53][cH:54][cH:55][cH:56]3)[cH:57][cH:58][c:59]2[P:60]([c:61]2[cH:62][cH:63][cH:64][cH:65][cH:66]2)[c:67]2[cH:68][cH:69][cH:70][cH:71][cH:72]2)[c:73]2[cH:74][cH:75][cH:76][cH:77][cH:78]2)[cH:79][cH:80]1>>[NH:1]([c:2]1[cH:3][c:4]([Cl:17])[c:5]([C:8](=[O:9])[c:10]2[c:11]([CH3:16])[cH:12][cH:13][cH:14][cH:15]2)[cH:6][cH:7]1)[c:19]1[c:20]([CH2:25][CH2:26][N:27]2[C:28](=[O:34])[N:29]([CH3:33])[CH2:30][C:31]2=[O:32])[cH:21][cH:22][cH:23][cH:24]1. Starting materials: CO, ClCCl, O=C(O)c1ccnc(Cl)c1F, O=S(Cl)Cl. Product: COC(=O)c1ccnc(Cl)c1F. As a reaction SMILES: [CH3:12][OH:13].[Cl:18][CH2:19][Cl:20].[Cl:1][c:2]1[c:3]([F:11])[c:4]([C:5](=[O:6])[OH:7])[cH:8][cH:9][n:10]1.[S:14]([Cl:15])([Cl:16])=[O:17]>>[Cl:1][c:2]1[c:3]([F:11])[c:4]([C:5]([O:6][CH3:12])=[O:7])[cH:8][cH:9][n:10]1. Starting materials: BrC1=CC=C(C=C1)C(CC(=O)C=1C=CC(N(C1)CC)=O)C1=C(C=CC=C1)C (5-[3-(4-bromo-phenyl)-3-o-tolyl-propionyl]-1-ethyl-1H-pyridin-2-one), Cl.NO (hydroxylamine hydrochloride), C(=O)(O)[O-].[Na+] (NaHCO3). The product is BrC1=CC=C(C=C1)C(C\C(=N/O)\C=1C=CC(N(C1)CC)=O)C1=C(C=CC=C1)C (5-{3-(4-Bromo-phenyl)-1-[(E)-hydroxyimino]-3-o-tolyl-propyl}-1-ethyl-1H-pyridin-2-one). Reaction SMILES: [Br:1][C:2]1[CH:7]=[CH:6][C:5]([CH:8]([C:21]2[CH:26]=[CH:25][CH:24]=[CH:23][C:22]=2[CH3:27])[CH2:9][C:10]([C:12]2[CH:13]=[CH:14][C:15](=[O:20])[N:16]([CH2:18][CH3:19])[CH:17]=2)=O)=[CH:4][CH:3]=1.Cl.[NH2:29][OH:30].C([O-])(O)=O.[Na+]>>[Br:1][C:2]1[CH:7]=[CH:6][C:5]([CH:8]([C:21]2[CH:26]=[CH:25][CH:24]=[CH:23][C:22]=2[CH3:27])[CH2:9]/[C:10](/[C:12]2[CH:13]=[CH:14][C:15](=[O:20])[N:16]([CH2:18][CH3:19])[CH:17]=2)=[N:29]\[OH:30])=[CH:4][CH:3]=1 |f:1.2,3.4|. Procedure: In analogy to example 151, step 3, 5-[3-(4-bromo-phenyl)-3-o-tolyl-propionyl]-1-ethyl-1H-pyridin-2-one was reacted with hydroxylamine hydrochloride in the presence of NaHCO3 to give the title compound as a colorless solid, MS (ESI+): m/z=439.3 [M+H]+. Starting materials: Cl (HCl), solution, [OH-].[Li+] (lithium hydroxide), C(C1=CC=CC=C1)OC(COC1=C(C=C(C=C1I)C(C1=CC(=C(C(=C1)I)OCC(=O)OCC1=CC=CC=C1)I)=O)I)=O ([4-(4-benzyloxycarbonylmethoxy-3,5-diiodo-benzoyl)-2,6-diiodo-phenoxy]-acetic acid benzyl ester). The solvent is C1CCOC1 (THF). Reaction conditions: time 48 hour. The product is C(=O)(O)COC1=C(C=C(C(=O)C2=CC(=C(OCC(=O)O)C(=C2)I)I)C=C1I)I ([4-(4-Carboxymethoxy-3,5-diiodo-benzoyl)-2,6-diiodophenoxy]-acetic Acid). The yield is 83.1%. As a reaction SMILES: [OH-].[Li+].C([O:10][C:11](=[O:44])[CH2:12][O:13][C:14]1[C:19]([I:20])=[CH:18][C:17]([C:21](=[O:42])[C:22]2[CH:27]=[C:26]([I:28])[C:25]([O:29][CH2:30][C:31]([O:33]CC3C=CC=CC=3)=[O:32])=[C:24]([I:41])[CH:23]=2)=[CH:16][C:15]=1[I:43])C1C=CC=CC=1.Cl>C1COCC1>[C:11]([CH2:12][O:13][C:14]1[C:15]([I:43])=[CH:16][C:17]([C:21]([C:22]2[CH:23]=[C:24]([I:41])[C:25]([O:29][CH2:30][C:31]([OH:33])=[O:32])=[C:26]([I:28])[CH:27]=2)=[O:42])=[CH:18][C:19]=1[I:20])([OH:44])=[O:10] |f:0.1|. Reported procedure: A 1.2 M solution of lithium hydroxide (300 μL, 0.36 mmol) was added to a solution of [4-(4-benzyloxycarbonylmethoxy-3,5-diiodo-benzoyl)-2,6-diiodo-phenoxy]-acetic acid benzyl ester (prepared according to Example 12, 76 mg, 0.075 mmol) in 2.4 mL THF. The suspension was stirred for 48 hours, after which time the mixture was poured into 1 M HCl. The resulting white precipitate was isolated by filtration, rinsed with water, and dried in vacuo, yielding the title compound as a white powder (52 mg, 83...